From a dataset of the Open Reaction Database (ORD), a public repository of structured organic reaction records. describe an organic reaction: reactants, conditions, products, and yield The reactants are C(C)(C)(C)OC(=O)N1CCN2C1=C(C(=C(C2=O)C)NC2=C(C=C(C=C2)Br)F)[N+](=O)[O-] (7-(4-bromo-2-fluoro-phenylamino)-6-methyl-8-nitro-5-oxo-2,3-dihydro-5H-imidazo[1,2-a]pyridine-1-carboxylic acid tert-butyl ester), [NH4+].[Cl-] (NH4Cl), C(C)OC(C)=O (ethylacetate). The reagents and catalysts are [Zn] (Zinc). Solvent: O (water), C1CCOC1 (THF). Reaction conditions: time 40 minute. Product: C(C)(C)(C)OC(=O)N1CCN2C1=C(C(=C(C2=O)C)NC2=C(C=C(C=C2)Br)F)N (8-Amino-7-(4-bromo-2-fluoro-phenylamino)-6-methyl-5-oxo-2,3-dihydro-5H-imidazo[1,2-a]pyridine-1-carboxylic acid tert-butyl ester). Isolated yield 47.3%. Reaction SMILES: [C:1]([O:5][C:6]([N:8]1[C:12]2=[C:13]([N+:28]([O-])=O)[C:14]([NH:19][C:20]3[CH:25]=[CH:24][C:23]([Br:26])=[CH:22][C:21]=3[F:27])=[C:15]([CH3:18])[C:16](=[O:17])[N:11]2[CH2:10][CH2:9]1)=[O:7])([CH3:4])([CH3:3])[CH3:2].[NH4+].[Cl-].C(OC(=O)C)C>O.C1COCC1.[Zn]>[C:1]([O:5][C:6]([N:8]1[C:12]2=[C:13]([NH2:28])[C:14]([NH:19][C:20]3[CH:25]=[CH:24][C:23]([Br:26])=[CH:22][C:21]=3[F:27])=[C:15]([CH3:18])[C:16](=[O:17])[N:11]2[CH2:10][CH2:9]1)=[O:7])([CH3:2])([CH3:3])[CH3:4] |f:1.2|. Reported procedure: Zinc (284 mg, 0.004 mol) was added to a stirred solution of 7-(4-bromo-2-fluoro-phenylamino)-6-methyl-8-nitro-5-oxo-2,3-dihydro-5H-imidazo[1,2-a]pyridine-1-carboxylic acid tert-butyl ester (350 mg, 0.0007 mol) and NH4Cl (310 mg, 0.006 mol) in water and THF (10 mL). The resulting mixture was stirred at room temperature for 40 minutes. The reaction was monitored by TLC (100% ethylacetate). The reaction mixture was concentrated and partitioned between ethylacetate and water. The organic layer was w...